This data is from the Open Reaction Database (ORD), a public repository of structured organic reaction records. The task is: describe an organic reaction: reactants, conditions, products, and yield The reactants are O.CSC1=NS(C2=C(N1)C=CN=C2)(=O)=O (3-methylsulfanyl-4H-pyrido[4,3-e]-1,2,4-thiadiazine 1,1-dioxide monohydrate), NC(CO)C (2-amino-1-propanol). Solvent: C(C)OCC (diethylether). Reaction conditions: time 3 hour. Product: OCC(C)NC1=NS(C2=C(N1)C=CN=C2)(=O)=O (3-(2-Hydroxy-1-methylethyl)amino-4H-pyrido[4,3-e]-1,2,4-thiadiazine 1,1-dioxide). Reaction SMILES: O.CS[C:4]1[NH:9][C:8]2[CH:10]=[CH:11][N:12]=[CH:13][C:7]=2[S:6](=[O:15])(=[O:14])[N:5]=1.[NH2:16][CH:17]([CH3:20])[CH2:18][OH:19]>C(OCC)C>[OH:19][CH2:18][CH:17]([NH:16][C:4]1[NH:9][C:8]2[CH:10]=[CH:11][N:12]=[CH:13][C:7]=2[S:6](=[O:15])(=[O:14])[N:5]=1)[CH3:20] |f:0.1|. Reported procedure: A suspension of 3-methylsulfanyl-4H-pyrido[4,3-e]-1,2,4-thiadiazine 1,1-dioxide monohydrate and 2-amino-1-propanol (0.75 mL) was refluxed for 90 min (until completion of the reaction; t.l.c.). After cooling, the addition of diethylether (20 mL) gave rise to the separation of an oily residue. After decantation of the etheral solution, the residue was solubilized in methanol (1 mL) and then supplemented with diethylether (15 mL). An oily residue separated again. After decantation of the supernaten...